This data is from the Open Reaction Database (ORD), a public repository of structured organic reaction records. The task is: describe an organic reaction: reactants, conditions, products, and yield Starting materials: CC(C)(C)[Si](Cl)(c1ccccc1)c1ccccc1, O=C(O)C1CC(O)CN1C(=O)OCc1ccccc1, CN(C)C=O, CCOC(C)=O, c1c[nH]cn1. The product is CC(C)(C)[Si](OC1CC(C(=O)O)N(C(=O)OCc2ccccc2)C1)(c1ccccc1)c1ccccc1. As a reaction SMILES: [C:1]([CH3:2])([CH3:3])([CH3:4])[Si:5]([c:6]1[cH:7][cH:8][cH:9][cH:10][cH:11]1)([c:12]1[cH:13][cH:14][cH:15][cH:16][cH:17]1)[Cl:18].[CH2:29]([c:30]1[cH:31][cH:32][cH:33][cH:34][cH:35]1)[O:36][C:37](=[O:38])[N:39]1[CH:40]([C:45](=[O:46])[OH:47])[CH2:41][CH:42]([OH:44])[CH2:43]1.[CH3:24][N:25]([CH3:26])[CH:27]=[O:28].[CH3:48][CH2:49][O:50][C:51](=[O:52])[CH3:53].[nH:19]1[cH:20][cH:21][n:22][cH:23]1>>[C:1]([CH3:2])([CH3:3])([CH3:4])[Si:5]([c:6]1[cH:7][cH:8][cH:9][cH:10][cH:11]1)([c:12]1[cH:13][cH:14][cH:15][cH:16][cH:17]1)[O:44][CH:42]1[CH2:41][CH:40]([C:45](=[O:46])[OH:47])[N:39]([C:37]([O:36][CH2:29][c:30]2[cH:31][cH:32][cH:33][cH:34][cH:35]2)=[O:38])[CH2:43]1.